Dataset: the Open Reaction Database (ORD), a public repository of structured organic reaction records. Task: describe an organic reaction: reactants, conditions, products, and yield Reactants: NC1=NNC=C1 (3-aminopyrazole), C(C)(=O)[O-].[Na+] (sodium acetate), Cl(=O)(=O)(=O)O.CN(C=C(C(=O)C1=CC(=CC=C1)C(F)(F)F)C)C (3-dimethylamino-2-methyl-3'-(trifluoromethyl)acrylophenone perchlorate). Run in C(C)(=O)O (acetic acid). Product: CC=1C=NC=2N(C1C=1C=C(C=CC1)C(F)(F)F)N=CC2 (6-Methyl-7-(α,α,α-trifluoro-m-tolyl)pyrazolo[1,5-a]pyrimidine). RXN SMILES: [NH2:1][C:2]1[CH:6]=[CH:5][NH:4][N:3]=1.C([O-])(=O)C.[Na+].Cl(O)(=O)(=O)=O.CN(C)[CH:19]=[C:20]([CH3:33])[C:21]([C:23]1[CH:28]=[CH:27][CH:26]=[C:25]([C:29]([F:32])([F:31])[F:30])[CH:24]=1)=O>C(O)(=O)C>[CH3:33][C:20]1[CH:19]=[N:1][C:2]2[N:3]([N:4]=[CH:5][CH:6]=2)[C:21]=1[C:23]1[CH:24]=[C:25]([C:29]([F:30])([F:31])[F:32])[CH:26]=[CH:27][CH:28]=1 |f:1.2,3.4|. Procedure: A mixture of 1.84 g. of 3-aminopyrazole, 50 ml. of glacial acetic acid, 1.80 g. of sodium acetate and 7.90 g. of 3-dimethylamino-2-methyl-3'-(trifluoromethyl)acrylophenone perchlorate is refluxed for 6 hours and then evaporated. The residue is reacted as described in Example 1, giving the desired product, m.p. 168°-169° C.